From a dataset of the Open Reaction Database (ORD), a public repository of structured organic reaction records. describe an organic reaction: reactants, conditions, products, and yield Starting materials: FC=1C=C(C(=CC1)N)N (4-fluorobenzene-1,2-diamine), C(=O)(O)[O-].[Na+] (NaHCO3), Cl (HCl), CC(CC(C)=O)=O (2,4-pentandione). The solvent is CCO (EtOH). Conditions: temperature 50 celsius. Product: FC1=CC2=C(NC(=N2)C)C=C1 (5-Fluoro-2-methyl-1H-benzo[d]imidazole). As a reaction SMILES: [F:1][C:2]1[CH:3]=[C:4]([NH2:9])[C:5]([NH2:8])=[CH:6][CH:7]=1.Cl.[CH3:11][C:12](=O)CC(=O)C.C([O-])(O)=O.[Na+]>CCO>[F:1][C:2]1[CH:7]=[CH:6][C:5]2[NH:8][C:11]([CH3:12])=[N:9][C:4]=2[CH:3]=1 |f:3.4|. Reported procedure: Under an N2 atmosphere, 4-fluorobenzene-1,2-diamine (5.00 g, 39.6 mmol) was suspended in EtOH (220 mL) and 5M HCl (160 mL) was added. The reaction was warmed to 50° C. and 2,4-pentandione (8.14 mL, 7.93 mmol) was added and the reaction was heated to reflux for 30 min. Upon cooling to room temperature, the reaction was neutralized with a saturated solution of NaHCO3(aq) and extracted with dichloromethane. The layers were separated and the aqueous layer was washed with additional dichloromethane (... Reactants: C(CCCCCCC)NC[C@H](O)[C@@H](O)[C@H](O)[C@H](O)CO.OC(=O)[C@@H](C)C1=CC=C(CC(C)C)C=C1 ((S)-ibuprofen N-octyl-D-glucamine salt), [OH-].[K+] (KOH). The solvent is O (water). Conditions: temperature 15 celsius. Yields the product C(CCCCCCC)NC[C@H](O)[C@@H](O)[C@H](O)[C@H](O)CO (N-octyl-D-glucamine). As a reaction SMILES: [CH2:1]([NH:9][CH2:10][C@@H:11]([C@H:13]([C@@H:15]([C@@H:17]([CH2:19][OH:20])[OH:18])[OH:16])[OH:14])[OH:12])[CH2:2][CH2:3][CH2:4][CH2:5][CH2:6][CH2:7][CH3:8].OC([C@H](C1C=CC(CC(C)C)=CC=1)C)=O.[OH-].[K+]>O>[CH2:1]([NH:9][CH2:10][C@@H:11]([C@H:13]([C@@H:15]([C@@H:17]([CH2:19][OH:20])[OH:18])[OH:16])[OH:14])[OH:12])[CH2:2][CH2:3][CH2:4][CH2:5][CH2:6][CH2:7][CH3:8] |f:0.1,2.3|. Procedure: Second resolution. The racemic ibuprofen from the previous step and fresh racemic ibuprofen (5.8 g) were dissolved in toluene (150 mL), and water (0.5 mL) and N-octyl-D-glucamine (12.12 g, 41 mmol) were added to the solution. This mixture was heated to 75° C., forming a clear solution, and the solution cooled to 20° C. over 4 hours. The resulting precipitate was recovered by filtration, washed with toluene (50 mL), and dried to give (S)-ibuprofen N-octyl-D-glucamine salt (13.85 g). The (S)-ibupr... Starting materials: C1(CC1)B1OC(C(O1)(C)C)(C)C (2-cyclopropyl-4,4,5,5-tetramethyl-1,3,2-dioxaborolane), BrC1=CC2=C(C3=NC(=CN3CCO2)C2=NC(=NN2C(CO)C)C)C=C1 (2-[5-(8-Bromo-4,5-dihydro-6-oxa-1,3a-diaza-benzo[e]azulen-2-yl)-3-methyl-[1,2,4]triazol-1-yl]-propan-1-ol), P(=O)([O-])([O-])[O-].[K+].[K+].[K+] (Potassium phosphate). Reagents/catalysts: C=1C=CC(=CC1)[P](C=2C=CC=CC2)(C=3C=CC=CC3)[Pd]([P](C=4C=CC=CC4)(C=5C=CC=CC5)C=6C=CC=CC6)([P](C=7C=CC=CC7)(C=8C=CC=CC8)C=9C=CC=CC9)[P](C=1C=CC=CC1)(C=1C=CC=CC1)C=1C=CC=CC1 (Tetrakis(triphenylphosphine)palladium(0)). The solvent is O1CCCC1 (Tetrahydrofuran), O (Water), C(Cl)Cl (methylene chloride). Reaction conditions: temperature 120 celsius. Product: C1(CC1)C1=CC2=C(C=3N(CCO2)C=C(N3)C3=NC(=NN3C(CO)C)C)C=C1 (2-(5-(9-cyclopropyl-5,6-dihydrobenzo[f]imidazo[1,2-d][1,4]oxazepin-2-yl)-3-methyl-1H-1,2,4-triazol-1-yl)propan-1-ol). The yield is 27.7%. As a reaction SMILES: Br[C:2]1[CH:25]=[CH:24][C:5]2[C:6]3[N:10]([CH2:11][CH2:12][O:13][C:4]=2[CH:3]=1)[CH:9]=[C:8]([C:14]1[N:18]([CH:19]([CH3:22])[CH2:20][OH:21])[N:17]=[C:16]([CH3:23])[N:15]=1)[N:7]=3.P([O-])([O-])([O-])=O.[K+].[K+].[K+].[CH:34]1(B2OC(C)(C)C(C)(C)O2)[CH2:36][CH2:35]1>O1CCCC1.O.C(Cl)Cl.C1C=CC([P]([Pd]([P](C2C=CC=CC=2)(C2C=CC=CC=2)C2C=CC=CC=2)([P](C2C=CC=CC=2)(C2C=CC=CC=2)C2C=CC=CC=2)[P](C2C=CC=CC=2)(C2C=CC=CC=2)C2C=CC=CC=2)(C2C=CC=CC=2)C2C=CC=CC=2)=CC=1>[CH:34]1([C:2]2[CH:25]=[CH:24][C:5]3[C:6]4[N:10]([CH:9]=[C:8]([C:14]5[N:18]([CH:19]([CH3:22])[CH2:20][OH:21])[N:17]=[C:16]([CH3:23])[N:15]=5)[N:7]=4)[CH2:11][CH2:12][O:13][C:4]=3[CH:3]=2)[CH2:36][CH2:35]1 |f:1.2.3.4,^1:58,60,79,98|. Reported procedure: A microwave vial was charged with a solution of 2-[5-(8-Bromo-4,5-dihydro-6-oxa-1,3a-diaza-benzo[e]azulen-2-yl)-3-methyl-[1,2,4]triazol-1-yl]-propan-1-ol (0.140 g, 0.000346 mol) and Potassium phosphate (0.220 g, 0.00104 mol) in Tetrahydrofuran (2.0 mL) and Water (2.0 mL). The mixture was thoroughly purged with N2. 2-cyclopropyl-4,4,5,5-tetramethyl-1,3,2-dioxaborolane (0.189 mL, 0.00104 mol) and Tetrakis(triphenylphosphine)palladium(0) (0.0400 g, 0.0000346 mol) were added and the vial was sealed ... Yield: 81.5%. Product: COC=1C(C(CC(C1)(C)C)C(C(=O)OCC)=O)=O (Ethyl (3-methoxy-5,5-dimethyl-2-oxocyclohex-3-en-1-yl)(oxo)acetate). As a reaction SMILES: [CH3:1][O:2][C:3]1[C:4](=[O:11])[CH2:5][CH2:6][C:7]([CH3:10])([CH3:9])[CH:8]=1.[C:12](OCC)(=[O:18])[C:13]([O:15][CH2:16][CH3:17])=[O:14].C[Si]([N-][Si](C)(C)C)(C)C.[Li+]>C(OCC)C.O1CCCC1>[CH3:1][O:2][C:3]1[C:4](=[O:11])[CH:5]([C:12](=[O:18])[C:13]([O:15][CH2:16][CH3:17])=[O:14])[CH2:6][C:7]([CH3:9])([CH3:10])[CH:8]=1 |f:2.3|. Reported procedure: A solution of 2-methoxy-4,4-dimethyl-cyclohex-2-enone (12.5 g, 81.1 mmol) and diethyl oxalate (12.1 mL, 89.2 mmol) in ethyl ether was treated with a 1M solution of lithium bis(trimethylsilyl)amide in tetrahydrofuran under argon atmosphere. The reaction was stirred at room temperature for 2 hours, poured into a 10% NaH2PO4 solution (500 mL) and extracted with diethyl ether (300 mL×2). The organic extracts were washed with brine, dried on Na2SO4 and evaporated to dryness. The crude material was ta... The reactants are NaH2PO4, COC=1C(CCC(C1)(C)C)=O (2-methoxy-4,4-dimethyl-cyclohex-2-enone), C(C(=O)OCC)(=O)OCC (diethyl oxalate), solution, C[Si](C)(C)[N-][Si](C)(C)C.[Li+] (lithium bis(trimethylsilyl)amide). Solvent: C(C)OCC (ethyl ether), O1CCCC1 (tetrahydrofuran). Conditions: time 2 hour. Starting materials: O=C([O-])[O-], Cn1nccc1B1OC(C)(C)C(C)(C)O1, CC#N, COc1cccc(OC)c1-c1ccccc1P(C1CCCCC1)C1CCCCC1, Cc1c(I)cc(C(=O)O)c(=O)n1-c1cccc(C(F)(F)F)c1, [K+], [K+], CC(=O)[O-], CC(=O)[O-], O, [Pd+2]. The product is Cc1c(-c2ccnn2C)cc(C(=O)O)c(=O)n1-c1cccc(C(F)(F)F)c1. Reaction SMILES: [C:30](=[O:31])([O-:32])[O-:33].[CH3:36][n:37]1[n:38][cH:39][cH:40][c:41]1[B:42]1[O:43][C:44]([CH3:45])([CH3:46])[C:47]([CH3:48])([CH3:49])[O:50]1.[CH3:74][C:75]#[N:76].[CH:1]1([P:2]([CH:3]2[CH2:4][CH2:5][CH2:6][CH2:7][CH2:8]2)[c:9]2[cH:10][cH:11][cH:12][cH:13][c:14]2-[c:15]2[c:16]([O:17][CH3:18])[cH:19][cH:20][cH:21][c:22]2[O:23][CH3:24])[CH2:25][CH2:26][CH2:27][CH2:28][CH2:29]1.[I:51][c:52]1[cH:53][c:54]([C:70](=[O:71])[OH:72])[c:55](=[O:69])[n:56](-[c:59]2[cH:60][c:61]([C:65]([F:66])([F:67])[F:68])[cH:62][cH:63][cH:64]2)[c:57]1[CH3:58].[K+:34].[K+:35].[O-:78][C:79]([CH3:80])=[O:81].[O-:82][C:83]([CH3:84])=[O:85].[OH2:73].[Pd+2:77]>>[CH3:36][n:37]1[n:38][cH:39][cH:40][c:41]1-[c:52]1[cH:53][c:54]([C:70](=[O:71])[OH:72])[c:55](=[O:69])[n:56](-[c:59]2[cH:60][c:61]([C:65]([F:66])([F:67])[F:68])[cH:62][cH:63][cH:64]2)[c:57]1[CH3:58].